From a dataset of the Open Reaction Database (ORD), a public repository of structured organic reaction records. describe an organic reaction: reactants, conditions, products, and yield The reactants are C(=O)(Cl)Cl (phosgene), ClC(=O)N(C1=CC(=CC=C1)Cl)CCC(=O)Cl (N-Chloroformyl-3-(m-chloroanilino)propionic acid chloride), [Cl-].[Al+3].[Cl-].[Cl-] (aluminum chloride). Run in C(Cl)Cl (methylene chloride). Yields the product ClC(=O)N1CCC(C2=CC=C(C=C12)Cl)=O (1-Chloroformyl-7-chloro-1,2,3,4-tetrahydro-4-quinolinone). Yield: 86.2%. Reaction SMILES: C(Cl)(Cl)=O.[Cl:5][C:6]([N:8]([CH2:16][CH2:17][C:18](Cl)=[O:19])[C:9]1[CH:14]=[CH:13][CH:12]=[C:11]([Cl:15])[CH:10]=1)=[O:7].[Cl-].[Al+3].[Cl-].[Cl-]>C(Cl)Cl>[Cl:5][C:6]([N:8]1[C:9]2[C:14](=[CH:13][CH:12]=[C:11]([Cl:15])[CH:10]=2)[C:18](=[O:19])[CH2:17][CH2:16]1)=[O:7] |f:2.3.4.5|. Procedure details: In an apparatus idenntical to that used in Example 1, methylene chloride (25 cc) is introduced. A stream of phosgene is then passed through for 10 minutes at a temperature in the region of 20° C., in order to remove the water and ethanol present in the solvent used. The phosgene dissolved is removed by passing a stream of argon through the solution for 20 minutes at a temperature in the region of 40° C. N-Chloroformyl-3-(m-chloroanilino)propionic acid chloride (2 g; 7.13 mmol) is then added, whi... Starting materials: CCOc1ccc(C=O)cc1, CCO, Cl, NO, [Na+], [OH-], O. Yields the product CCOc1ccc(C=NO)cc1. RXN SMILES: [CH2:4]([CH3:5])[O:6][c:7]1[cH:8][cH:9][c:10]([CH:11]=[O:12])[cH:13][cH:14]1.[CH3:18][CH2:19][OH:20].[ClH:1].[NH2:2][OH:3].[Na+:16].[OH-:15].[OH2:17]>>[N:2]([OH:3])=[CH:11][c:10]1[cH:9][cH:8][c:7]([O:6][CH2:4][CH3:5])[cH:14][cH:13]1. Starting materials: NC1=C(C=C(C=C1)OCC1=CC=CC=C1)[N+](=O)[O-] (1-amino-4-benzyloxy-2-nitrobenzene), Cl (hydrochloric acid), [OH-].[NH4+] (ammonium hydroxide). The reagents and catalysts are [Fe] (iron). The solvent is CO (methanol). Conditions: time 2 hour. Product: NC1=C(C=C(C=C1)OCC1=CC=CC=C1)N (1,2-diamino-4-benzyloxybenzene). RXN SMILES: [NH2:1][C:2]1[CH:7]=[CH:6][C:5]([O:8][CH2:9][C:10]2[CH:15]=[CH:14][CH:13]=[CH:12][CH:11]=2)=[CH:4][C:3]=1[N+:16]([O-])=O.Cl.[OH-].[NH4+]>[Fe].CO>[NH2:1][C:2]1[CH:7]=[CH:6][C:5]([O:8][CH2:9][C:10]2[CH:15]=[CH:14][CH:13]=[CH:12][CH:11]=2)=[CH:4][C:3]=1[NH2:16] |f:2.3|. Reported procedure: 2.44 G. of 1-amino-4-benzyloxy-2-nitrobenzene is stirred in 100 ml. methanol and 100 ml. 20% hydrochloric acid with 1.0 g. iron powder at room temperature. After 2 hours, the mixture is poured into excess ammonium hydroxide solution, the residue extracted with chloroform, filtered under nitrogen, dried over magnesium sulfate, filtered once again, and evaporated to dryness to give 1,2-diamino-4-benzyloxybenzene. The reactants are CC(=O)Cl, [Cl-], [Cl-], ClCCl, Cl, [Mg+2], CC(=O)CC(=O)OC(C)(C)C, c1ccncc1. The product is CC(=O)C(C(C)=O)C(=O)OC(C)(C)C. RXN SMILES: [CH3:15][C:16]([Cl:17])=[O:18].[Cl-:12].[Cl-:14].[Cl:20][CH2:21][Cl:22].[ClH:19].[Mg+2:13].[O:1]=[C:2]([CH2:3][C:4](=[O:5])[O:6][C:7]([CH3:8])([CH3:9])[CH3:10])[CH3:11].[cH:23]1[cH:24][cH:25][n:26][cH:27][cH:28]1>>[O:1]=[C:2]([CH:3]([C:4](=[O:5])[O:6][C:7]([CH3:8])([CH3:9])[CH3:10])[C:16]([CH3:15])=[O:18])[CH3:11]. The reactants are C(C)OC(=O)C1(CCC1)CCCCC(CCCCC(C(=O)OCC)(C)C)=O (Ethyl 11-[1-(ethoxycarbonyl)cyclobutyl]-2,2-dimethyl-7-oxoundecanoate), O (H2O). Yields the product C(=O)(O)C1(CCC1)CCCCC(CCCCC(C(=O)O)(C)C)=O (11-(1-Carboxycyclobutyl)-2,2-dimethyl-7-oxoundecanoic acid). RXN SMILES: C([O:3][C:4]([C:6]1([CH2:10][CH2:11][CH2:12][CH2:13][C:14](=[O:27])[CH2:15][CH2:16][CH2:17][CH2:18][C:19]([CH3:26])([CH3:25])[C:20]([O:22]CC)=[O:21])[CH2:9][CH2:8][CH2:7]1)=[O:5])C.O>>[C:4]([C:6]1([CH2:10][CH2:11][CH2:12][CH2:13][C:14](=[O:27])[CH2:15][CH2:16][CH2:17][CH2:18][C:19]([CH3:25])([CH3:26])[C:20]([OH:22])=[O:21])[CH2:7][CH2:8][CH2:9]1)([OH:5])=[O:3]. Reported procedure: Compound 107e was prepared likewise Method D starting from 106e (8.83 g, >90% pure by 1H NMR, 20.8 mmol) and LiiO.H2O (2.91 and 1.94 g after 18 h, 69.4 and 46.2 mmol) to give, after recrystallized from iPr2O/heptane, 7e (5.19 g, 76%) as a white solid. mp=53-55° C. 1H NMR: δ 10.80 (br s, 2H), 2.50-2.35 (m, 2H), 2.39 (t, J=7.2 Hz, 4H), 1.98-1.74 (m, 6H), 1.65-1.49 (m, 6H), 1.31-1.11 (m, 4H), 1.18 (s, 6H). 13C NMR: δ 210.6, 184.3, 183.4, 47.6, 42.7, 42.6, 42.2, 40.5, 37.8, 30.1 (2×), 25.1 (2×), 24.... Reactants: C(C)(=O)C12CC3CC(CC(C1)C3)C2 (1-acetyladamantane), C(=O)(C)C(=O)C (biacetyl), C(C)(=O)O (acetic acid). The reagents and catalysts are C(C)(=O)[O-].[Co+2].C(C)(=O)[O-] (cobalt(II) acetate). Conditions: temperature 60 celsius, time 4 hour. Yields the product C(C)(=O)C12CC3(CC(CC(C1)C3)C2)C(C)=O (1,3-diacetyladamantane), C(C)(=O)C12CC3(CC(CC(C1)C3)C2)O (1-acetyl-3-adamantanol), C(C)(=O)C12CC3(CC(CC(C1)C3)(C2)O)C(C)=O (1,3-diacetyl-5-adamantanol), C(C)(=O)C12CC3C(C(CC(C1)C3)C2)=O (1-acetyl-4-adamantanone). The yield is 5.0%. RXN SMILES: [C:1]([C:4]12[CH2:13][CH:8]3[CH2:9][CH:10]([CH2:12][CH:6]([CH2:7]3)[CH2:5]1)[CH2:11]2)(=[O:3])[CH3:2].[C:14]([C:17]([CH3:19])=[O:18])([CH3:16])=[O:15].[C:20]([OH:23])(=[O:22])[CH3:21]>C([O-])(=O)C.[Co+2].C([O-])(=O)C>[C:1]([C:4]12[CH2:13][CH:8]3[CH2:9][CH:10]([CH2:12][C:6]([C:14](=[O:15])[CH3:16])([CH2:7]3)[CH2:5]1)[CH2:11]2)(=[O:3])[CH3:2].[C:1]([C:4]12[CH2:5][CH:6]3[CH2:12][CH:10]([CH2:21][C:20]([OH:23])([CH2:7]3)[CH2:13]1)[CH2:11]2)(=[O:3])[CH3:2].[C:17]([C:14]12[CH2:12][C:6]3([OH:22])[CH2:7][CH:8]([CH2:13][C:4]([C:1](=[O:3])[CH3:2])([CH2:5]3)[CH2:16]1)[CH2:9]2)(=[O:18])[CH3:19].[C:1]([C:4]12[CH2:13][CH:8]3[CH2:9][CH:10]([CH2:12][CH:6]([C:7]3=[O:15])[CH2:5]1)[CH2:11]2)(=[O:3])[CH3:2] |f:3.4.5|. Reported procedure: A mixture of 3 mmol of 1-acetyladamantane, 18 mmol of biacetyl, 0.015 mmol of cobalt(II) acetate, and 3 ml of acetic acid was stirred at 60° C. under an oxygen atmosphere (1 atm) for 4 hours. Products in the reaction mixture were found, by gas chromatographic analysis, to be 1,3-diacetyladamantane (yield 34%), 1-acetyl-3-adamantanol (yield 29%), and 1,3-diacetyl-5-adamantanol (yield 2%), 1-acetyl-4-adamantanone (yield 5%), at a conversion rate from 1-acetyladamantane of 80%. The reactants are N([C@@H](CO)C(=O)OCC(Cl)(Cl)Cl)C(=O)OCC1C2=CC=CC=C2C2=CC=CC=C12 (Fmoc-Ser-OTce), ClC(C([O-])=N)(Cl)Cl (trichloroacetimidate), C(F)(F)(F)S(=O)(=O)O (CF3SO3H), ClC(C(OC(C#C)(C)C)=N)(Cl)Cl (1,1-dimethylpropinyl trichloroacetimidate), C(F)(F)(F)S(=O)(=O)O (CF3SO3H). Solvent: C(Cl)Cl.CCCCCC (CH2Cl2 Hexane). Run at time 4 day. Yields the product CC(C#C)(C)OC(C#C)(C)C (1,1-dimethylpropinyl ether), N([C@@H](CO)C(=O)OCC(Cl)(Cl)Cl)C(=O)OCC1C2=CC=CC=C2C2=CC=CC=C12 (Fmoc-Ser-OTce). As a reaction SMILES: [NH:1]([C:13]([O:15][CH2:16][CH:17]1[C:29]2[C:24](=[CH:25][CH:26]=[CH:27][CH:28]=2)[C:23]2[C:18]1=[CH:19][CH:20]=[CH:21][CH:22]=2)=[O:14])[C@H:2]([C:5]([O:7][CH2:8][C:9]([Cl:12])([Cl:11])[Cl:10])=[O:6])[CH2:3][OH:4].Cl[C:31](Cl)(Cl)[C:32](=N)[O:33][C:34]([CH3:38])([CH3:37])[C:35]#[CH:36].[C:42](S(O)(=O)=O)(F)(F)F.ClC(Cl)(Cl)C(=N)[O-]>C(Cl)Cl.CCCCCC>[CH3:31][C:32]([O:33][C:34]([CH3:38])([CH3:37])[C:35]#[CH:36])([CH3:42])[C:2]#[CH:3].[NH:1]([C:13]([O:15][CH2:16][CH:17]1[C:18]2[C:23](=[CH:22][CH:21]=[CH:20][CH:19]=2)[C:24]2[C:29]1=[CH:28][CH:27]=[CH:26][CH:25]=2)=[O:14])[C@H:2]([C:5]([O:7][CH2:8][C:9]([Cl:10])([Cl:11])[Cl:12])=[O:6])[CH2:3][OH:4] |f:4.5|. Procedure: Fmoc-Ser-OTce (0.83 g, 1.8 mmol) was dissolved in CH2Cl2-Hexane (2:1, 4 mL), and 1,1-dimethylpropinyl trichloroacetimidate (0.41 g, 1.8 mmol, 1 equiv) and CF3SO3H (40 μl) were added under N2 atmosphere. The reaction mixture was allowed to stir for 4 days adding the same quantities of the trichloroacetimidate and CF3SO3H every 24 h. The reaction mixture was filtered and the filtrate was concentrated in vacuo, dissolved in EtOAc (10 mL) and washed with saturated aqueous NaHCO3 (2×10 mL), H2O (2×10... Starting materials: CO (Methanol), [H-].[Na+] (Sodium hydride), C(C1=CC=CC=C1)OC(=O)N[C@@H]1CN(CC1)C(=O)OC(C)(C)C (tert-butyl (S)-3-benzyloxycarbonylaminopyrrolidine-1-carboxylate), IC (Iodomethane). The solvent is C1CCOC1 (THF). Reaction conditions: time 15 minute. The product is C(C1=CC=CC=C1)OC(=O)N(C)[C@@H]1CN(CC1)C(=O)OC(C)(C)C (tert-butyl (S)-3-(N-benzyloxycarbonyl-N-methylamino)pyrrolidine-1-carboxylate). Isolated yield 91.9%. As a reaction SMILES: [H-].[Na+].[CH2:3]([O:10][C:11]([NH:13][C@H:14]1[CH2:18][CH2:17][N:16]([C:19]([O:21][C:22]([CH3:25])([CH3:24])[CH3:23])=[O:20])[CH2:15]1)=[O:12])[C:4]1[CH:9]=[CH:8][CH:7]=[CH:6][CH:5]=1.I[CH3:27].CO>C1COCC1>[CH2:3]([O:10][C:11]([N:13]([C@H:14]1[CH2:18][CH2:17][N:16]([C:19]([O:21][C:22]([CH3:25])([CH3:24])[CH3:23])=[O:20])[CH2:15]1)[CH3:27])=[O:12])[C:4]1[CH:5]=[CH:6][CH:7]=[CH:8][CH:9]=1 |f:0.1|. Reported procedure: Sodium hydride (60% oil dispersion, 0.32 g) was added to a stirred solution of tert-butyl (S)-3-benzyloxycarbonylaminopyrrolidine-1-carboxylate (prepared according to Cheng et al, WO2007 142585, 1.73 g) in THF (20 mL) and the mixture was stirred for 15 minutes. Iodomethane (1.85 g) was added and the mixture was stirred at room temperature for 1 hour. Methanol was carefully added to destroy the excess sodium hydride then ethyl acetate and water were added and the organic layer was washed with bri... Reactants: C(C)OC(=O)C1(C(CCCC1)C1=CC=CC=C1)CCCN=[N+]=[N-] (1-(3-azidopropyl)-2-phenylcyclohexane carboxylic acid ethyl ester). The reagents and catalysts are [Pd].CC(=O)[O-].CC(=O)[O-].[Pb+2] (Lindlar catalyst). The solvent is CCO (EtOH). Product: C(C)OC(=O)C1(C(CCCC1)C1=CC=CC=C1)CCCN (1-(3-aminopropyl)-2-phenylcyclohexanecarboxylic acid ethyl ester). The yield is 83.0%. As a reaction SMILES: [CH2:1]([O:3][C:4]([C:6]1([CH2:18][CH2:19][CH2:20][N:21]=[N+]=[N-])[CH2:11][CH2:10][CH2:9][CH2:8][CH:7]1[C:12]1[CH:17]=[CH:16][CH:15]=[CH:14][CH:13]=1)=[O:5])[CH3:2]>CCO.[Pd].CC([O-])=O.CC([O-])=O.[Pb+2]>[CH2:1]([O:3][C:4]([C:6]1([CH2:18][CH2:19][CH2:20][NH2:21])[CH2:11][CH2:10][CH2:9][CH2:8][CH:7]1[C:12]1[CH:17]=[CH:16][CH:15]=[CH:14][CH:13]=1)=[O:5])[CH3:2] |f:2.3.4.5|. Procedure details: A solution of 3.52 g (10 mmol) of the bromo ester and 1.95 g (30 mmol) NaN3 in 30 ml DMF was stirred overnight at 50°. Upon cooling, the contents were poured into 100 ml H2O and extracted with 2×50 ml Et2O. The organic extracts were washed with brine and dried over MgSO4. Filtration and concentration of the organic material provided 3.09 g crude 1-(3-azidopropyl)-2-phenylcyclohexane carboxylic acid ethyl ester. The crude azide from above (3.09 g) was dissolved in 50 ml EtOH (absolute). Lindlar c... Starting materials: COC=1C=C2C(=CC=NC2=CC1OC)OC1=C(C=C(C=C1)N)F (4-(6,7-dimethoxyquinolin-4-yloxy)-3-fluorobenzenamine), FC1=CC=C(C=C1)N1C(C(=CC=C1)C(=O)O)=O (1-(4-fluorophenyl)-2-oxo-1,2-dihydropyridine-3-carboxylic acid), C=1C=CC2=C(C1)N=NN2O (HOBt), CCN=C=NCCCN(C)C.Cl (EDCI.HCl). Run in CN(C)C=O (DMF), CN(C)C=O (DMF). Reaction conditions: time 8 hour. Product: C(C1=CC=CC=C1)OC1=C(C=C2C(=CC=NC2=C1)OC1=C(C=C(C=C1)NC(=O)C=1C(N(C=CC1)C1=CC=C(C=C1)F)=O)F)OC (N-(4-(7-(Benzyloxy)-6-methoxyquinolin-4-yloxy)-3-fluorophenyl)-1-(4-fluorophenyl)-2-oxo-1,2-dihydropyridine-3-carboxamide). Yield: 64.1%. Reaction SMILES: [F:1][C:2]1[CH:7]=[CH:6][C:5]([N:8]2[CH:13]=[CH:12][CH:11]=[C:10]([C:14]([OH:16])=O)[C:9]2=[O:17])=[CH:4][CH:3]=1.[CH:18]1[CH:19]=[CH:20][C:21]2N(O)N=N[C:22]=2[CH:23]=1.CCN=C=NCCCN(C)C.Cl.[CH3:40][O:41][C:42]1[CH:43]=[C:44]2[C:49](=[CH:50][C:51]=1[O:52][CH3:53])[N:48]=[CH:47][CH:46]=[C:45]2[O:54][C:55]1[CH:60]=[CH:59][C:58]([NH2:61])=[CH:57][C:56]=1[F:62]>CN(C=O)C>[CH2:53]([O:52][C:51]1[CH:50]=[C:49]2[C:44]([C:45]([O:54][C:55]3[CH:60]=[CH:59][C:58]([NH:61][C:14]([C:10]4[C:9](=[O:17])[N:8]([C:5]5[CH:4]=[CH:3][C:2]([F:1])=[CH:7][CH:6]=5)[CH:13]=[CH:12][CH:11]=4)=[O:16])=[CH:57][C:56]=3[F:62])=[CH:46][CH:47]=[N:48]2)=[CH:43][C:42]=1[O:41][CH3:40])[C:18]1[CH:19]=[CH:20][CH:21]=[CH:22][CH:23]=1 |f:2.3|. Reported procedure: To a mixture of 1-(4-fluorophenyl)-2-oxo-1,2-dihydropyridine-3-carboxylic acid (74 mg, 0.32 mmol), HOBt (16 mg) and EDCI.HCl (65 mg, 0.34 mmol) in DMF (3 mL) was added a solution of 4-(6,7-dimethoxyquinolin-4-yloxy)-3-fluorobenzenamine (120 mg, 0.31 mmol) in DMF (3 mL) at rt, and the reaction mixture was stirred overnight at rt. It was directly purified by preparative HPLC to afford the product (46 mg, 20%) as a white TFA salt solid. 1H NMR (DMF-d7) δ 12.22 (s, 1H), 8.71 (d, 1H, J=6.0 Hz), 8.59 ...